Dataset: the Open Reaction Database (ORD), a public repository of structured organic reaction records. Task: describe an organic reaction: reactants, conditions, products, and yield Reactants: [N+](=O)([O-])C1=CC=CC=C1 (nitrobenzene), ClCl (chlorine), [N+](=O)([O-])C1=CC=CC=C1 (nitrobenzene), C1(=CC=CC=C1)N=C=O (phenylisocyanate), [C]=O (carbon monoxide). The reagents and catalysts are C12=CC=C(N1)C=C1C=CC(=N1)C=C1C=CC(N1)=CC=1C=CC(N1)=C2.[Pd] (palladium porphyrin), [Pd] (palladium). Run in ClC1=C(C=CC=C1)Cl (orthodichlorobenzene). Conditions: temperature 230 celsius. The product is N(=NC1=CC=CC=C1)C1=CC=CC=C1 (azobenzene). As a reaction SMILES: ClCl.[N+:3]([C:6]1[CH:11]=[CH:10][CH:9]=[CH:8][CH:7]=1)([O-])=O.[C]=O.[C:14]1([N:20]=C=O)[CH:19]=[CH:18][CH:17]=[CH:16][CH:15]=1>[Pd].C12C=C3N=C(C=C3)C=C3NC(C=C3)=CC3=NC(C=C3)=CC(N1)=CC=2.[Pd].ClC1C=CC=CC=1Cl>[N:20]([C:14]1[CH:19]=[CH:18][CH:17]=[CH:16][CH:15]=1)=[N:3][C:6]1[CH:11]=[CH:10][CH:9]=[CH:8][CH:7]=1 |f:5.6,^3:11|. Procedure details: The chemical analysis indicates a content of 14.8% of palladium and a content of chlorine less than 0.5%. 2.0 grams of palladium porphyrin and 30 grams of nitrobenzene are charged into the autoclave previously described and the total volume is completed to 100 ml with orthodichlorobenzene. A stream of nitrogen is passed in at atmospheric pressure, then it is compressed with carbon monoxide until the pressure reaches 200 bars at 20° C. The autoclave is isolated and heated to 230° C., which brings... The reactants are COC(C(C1=CC=C(C=C1)OCCCCC1=CC=NC=C1)=O)=O (alpha-oxo-4-[4-(4-pyridinyl)butoxy]benzeneacetic acid methyl ester), [OH-].[Na+] (sodium hydroxide). The solvent is CO (methanol), O (water). The product is O=C(C(=O)O)C1=CC=C(C=C1)OCCCCC1=CC=NC=C1 (alpha-oxo-4-[4-(4-pyridinyl)butoxy]benzeneacetic acid). Isolated yield 99.3%. Reaction SMILES: C[O:2][C:3](=[O:23])[C:4](=[O:22])[C:5]1[CH:10]=[CH:9][C:8]([O:11][CH2:12][CH2:13][CH2:14][CH2:15][C:16]2[CH:21]=[CH:20][N:19]=[CH:18][CH:17]=2)=[CH:7][CH:6]=1.[OH-].[Na+]>CO.O>[O:22]=[C:4]([C:5]1[CH:6]=[CH:7][C:8]([O:11][CH2:12][CH2:13][CH2:14][CH2:15][C:16]2[CH:21]=[CH:20][N:19]=[CH:18][CH:17]=2)=[CH:9][CH:10]=1)[C:3]([OH:23])=[O:2] |f:1.2|. Reported procedure: A mixture of alpha-oxo-4-[4-(4-pyridinyl)butoxy]benzeneacetic acid methyl ester (0.58 g) in hot methanol (10 mL) was treated with 1N sodium hydroxide (3.0 mL) and diluted with water. The organic solvent was removed under vacuum and the residue in water was washed with diethyl ether. The aqueous layer was concentrated to about 25 mL and chilled in ice. Cold 2N hydrochloric acid (1.5 mL) was added dropwise and the product was allowed to crystallize and was filtered and air dried. Recrystallization...